Dataset: the Open Reaction Database (ORD), a public repository of structured organic reaction records. Task: describe an organic reaction: reactants, conditions, products, and yield The reactants are O=Cc1cccc(-c2c(C(=O)c3ccccc3)cnc3c(C(F)(F)F)cccc23)c1, COc1ccccc1CN. Product: COc1ccccc1CNCc1cccc(-c2c(C(=O)c3ccccc3)cnc3c(C(F)(F)F)cccc23)c1. Reaction SMILES: [C:1]([c:2]1[cH:3][cH:4][cH:5][cH:6][cH:7]1)(=[O:8])[c:9]1[cH:10][n:11][c:12]2[c:13]([C:27]([F:28])([F:29])[F:30])[cH:14][cH:15][cH:16][c:17]2[c:18]1-[c:19]1[cH:20][c:21]([CH:22]=[O:23])[cH:24][cH:25][cH:26]1.[CH3:31][O:32][c:33]1[c:34]([CH2:35][NH2:36])[cH:37][cH:38][cH:39][cH:40]1>>[C:1]([c:2]1[cH:3][cH:4][cH:5][cH:6][cH:7]1)(=[O:8])[c:9]1[cH:10][n:11][c:12]2[c:13]([C:27]([F:28])([F:29])[F:30])[cH:14][cH:15][cH:16][c:17]2[c:18]1-[c:19]1[cH:20][c:21]([CH2:22][NH:36][CH2:35][c:34]2[c:33]([O:32][CH3:31])[cH:40][cH:39][cH:38][cH:37]2)[cH:24][cH:25][cH:26]1. The reactants are CC(=O)N(C(C)=O)c1c(C(=O)c2ccc(Cl)cc2Cl)oc2cc3c(cc12)CCCC3, CCOC(C)=O, C1CCOC1, CCCCCC, CCOC(C)=O, [Na+], [OH-]. The product is CC(=O)Nc1c(C(=O)c2ccc(Cl)cc2Cl)oc2cc3c(cc12)CCCC3. As a reaction SMILES: [C:1]([CH3:2])(=[O:3])[N:4]([C:5](=[O:6])[CH3:7])[c:8]1[c:9]2[c:10]([o:11][c:12]1[C:13]([c:14]1[c:15]([Cl:21])[cH:16][c:17]([Cl:20])[cH:18][cH:19]1)=[O:22])[cH:23][c:24]1[c:29]([cH:30]2)[CH2:28][CH2:27][CH2:26][CH2:25]1.[C:39]([O:40][CH2:41][CH3:42])(=[O:43])[CH3:44].[CH2:45]1[O:46][CH2:47][CH2:48][CH2:49]1.[CH3:33][CH2:34][CH2:35][CH2:36][CH2:37][CH3:38].[CH3:50][CH2:51][O:52][C:53](=[O:54])[CH3:55].[Na+:32].[OH-:31]>>[C:1]([CH3:2])(=[O:3])[NH:4][c:8]1[c:9]2[c:10]([o:11][c:12]1[C:13]([c:14]1[c:15]([Cl:21])[cH:16][c:17]([Cl:20])[cH:18][cH:19]1)=[O:22])[cH:23][c:24]1[c:29]([cH:30]2)[CH2:28][CH2:27][CH2:26][CH2:25]1.